Dataset: the Open Reaction Database (ORD), a public repository of structured organic reaction records. Task: describe an organic reaction: reactants, conditions, products, and yield The reactants are C(C)(C)(C)OC(NCC1=NC=C(C2=CC(=CC(=C12)OC)OC)C(NCCOC)=O)=O ([6,8-dimethoxy-4-(2-methoxy-ethylcarbamoyl)-isoquinolin-1-ylmethyl]-carbamic acid tert-butyl ester), Cl (HCl). The solvent is CCOC(=O)C (EtOAc). The product is COCCNC(=O)C1=CN=C(C2=C(C=C(C=C12)OC)OC)CN (1-aminomethyl-6,8-dimethoxy-isoquinoline-4-carboxylic acid (2-methoxy-ethyl)-amide). Isolated yield 31.4%. As a reaction SMILES: C(OC(=O)[NH:7][CH2:8][C:9]1[C:18]2[C:13](=[CH:14][C:15]([O:21][CH3:22])=[CH:16][C:17]=2[O:19][CH3:20])[C:12]([C:23](=[O:29])[NH:24][CH2:25][CH2:26][O:27][CH3:28])=[CH:11][N:10]=1)(C)(C)C.Cl>CCOC(C)=O>[CH3:28][O:27][CH2:26][CH2:25][NH:24][C:23]([C:12]1[C:13]2[C:18](=[C:17]([O:19][CH3:20])[CH:16]=[C:15]([O:21][CH3:22])[CH:14]=2)[C:9]([CH2:8][NH2:7])=[N:10][CH:11]=1)=[O:29]. Procedure: As described in example 1, 92 mg of [6,8-dimethoxy-4-(2-methoxy-ethylcarbamoyl)-isoquinolin-1-ylmethyl]-carbamic acid tert-butyl ester was treated with HCl in EtOAc to give 22 mg (32%) of 1-aminomethyl-6,8-dimethoxy-isoquinoline-4-carboxylic acid (2-methoxy-ethyl)-amide. H1-NMR (Free base) (CDCl3): δ, 8.47 (s, 1H), 7.33 (s, 1H), 6.63 (s, 1H), 6.57 (s, 1H), 4.45 (s, 2H), 3.97 (s, 3H), 3.93 (s, 3H), 3.73 (q, J=4.8 Hz, 2H), 3.63 (d, J=5.1 Hz, 2H), 3.61 (s, 3H), 3.40 (s, 3H); MS: APCI (M+H) calc'd f... Run at temperature 70 celsius. Reaction SMILES: [C:1]1([OH:7])[CH:6]=[CH:5][CH:4]=[CH:3][CH:2]=1.[CH2:8]=[CH:9][CH2:10][CH2:11][CH2:12][CH2:13][CH2:14][CH2:15][CH2:16][CH2:17][CH2:18][CH2:19][CH2:20][CH2:21][CH2:22][CH2:23][CH2:24][CH3:25]>>[CH2:25]([C:2]1[CH:3]=[CH:4][CH:5]=[CH:6][C:1]=1[OH:7])[CH2:24][CH2:23][CH2:22][CH2:21][CH2:20][CH2:19][CH2:18][CH2:17][CH2:16][CH2:15][CH2:14][CH2:13][CH2:12][CH2:11][CH2:10][CH2:9][CH3:8]. Procedure: This example is directed to the preparation of a typical alkylated phenol component using the process disclosed in U.S. Pat. No. 4,976,882 and alkyl phenol-sulfur condensates produced thereby. Octadecyl phenol was prepared by charging into a four-neck, 5-liter round bottom flask equipped with a mechanical stirrer, 933 grams of phenol (9.93 moles) and 286 grams of Amberlyst 15 catalyst. A reflux condenser, a thermometer, an addition funnel, and a nitrogen inlet tube were attached to the flask and... The product is C(CCCCCCCCCCCCCCCCC)C1=C(C=CC=C1)O (Octadecyl phenol). Reactants: C1(=CC=CC=C1)O (phenol), C=CCCCCCCCCCCCCCCCC (1-octadecene). The reactants are C(C)(=O)C=1C(=C2N(CCNC2=O)C1C)C (7-Acetyl-6,8-dimethyl-3,4-dihydro-2H-pyrrolo[1,2-a]pyrazin-1-one), CC(C)(C)OC(N(C)C)N(C)C (Brederick's reagent). Solvent: CC(=O)C (acetone). Reaction conditions: temperature 95 celsius. Yields the product CN(/C=C/C(=O)C=1C(=C2N(CCNC2=O)C1C)C)C (7-((E)-3-Dimethylamino-acryloyl)-6,8-dimethyl-3,4-dihydro-2H-pyrrolo[1,2-a]pyrazin-1-one). Yield: 76.5%. As a reaction SMILES: [C:1]([C:4]1[C:5]([CH3:15])=[C:6]2[C:11](=[O:12])[NH:10][CH2:9][CH2:8][N:7]2[C:13]=1[CH3:14])(=[O:3])[CH3:2].CC(O[CH:21](N(C)C)[N:22]([CH3:24])[CH3:23])(C)C>CC(C)=O>[CH3:21][N:22]([CH3:24])/[CH:23]=[CH:2]/[C:1]([C:4]1[C:5]([CH3:15])=[C:6]2[C:11](=[O:12])[NH:10][CH2:9][CH2:8][N:7]2[C:13]=1[CH3:14])=[O:3]. Procedure: 7-Acetyl-6,8-dimethyl-3,4-dihydro-2H-pyrrolo[1,2-a]pyrazin-1-one (6.692 g, 32.49 mmol) was combined with Brederick's reagent (13.42 mL, 64.98 mmol) and heated to 95° C. for 10 hours. After cooling the reaction mixture was treated with acetone (2 mL) and the resulting yellow precipitate filtered off and washed with 2:1 EtOAc:Me2CO to provide the target compound (6.496 g, 24.86 mmol, 77% yield). Reactants: CSCc1cccc2cc[nH]c12, [Cl-], [Cl-], [Cl-], CCC(O)(CC)c1ccc(Cl)cc1F, ClCCl, [In+3], O=C(O)C(F)(F)F. Yields the product CCC(CC)(c1ccc(Cl)cc1F)c1c[nH]c2c(CSC)cccc12. Reaction SMILES: [CH3:26][S:27][CH2:28][c:29]1[cH:30][cH:31][cH:32][c:33]2[cH:34][cH:35][nH:36][c:37]12.[Cl-:15].[Cl-:17].[Cl-:18].[Cl:1][c:2]1[cH:3][c:4]([F:14])[c:5]([C:8]([CH2:9][CH3:10])([CH2:11][CH3:12])[OH:13])[cH:6][cH:7]1.[Cl:38][CH2:39][Cl:40].[In+3:16].[OH:19][C:20]([C:21]([F:22])([F:23])[F:24])=[O:25]>>[Cl:1][c:2]1[cH:3][c:4]([F:14])[c:5]([C:8]([CH2:9][CH3:10])([CH2:11][CH3:12])[c:34]2[c:33]3[cH:32][cH:31][cH:30][c:29]([CH2:28][S:27][CH3:26])[c:37]3[nH:36][cH:35]2)[cH:6][cH:7]1. The reactants are CN(C)C=O, O=C(Cl)C(=O)Cl, O=C(O)Cc1cccc(C(F)(F)F)c1, C1CCOC1. Product: O=C(Cl)Cc1cccc(C(F)(F)F)c1. Reaction SMILES: [CH3:21][N:22]([CH3:23])[CH:24]=[O:25].[Cl:15][C:16]([C:17]([Cl:18])=[O:19])=[O:20].[F:1][C:2]([c:3]1[cH:4][c:5]([CH2:9][C:10](=[O:11])[OH:12])[cH:6][cH:7][cH:8]1)([F:13])[F:14].[O:26]1[CH2:27][CH2:28][CH2:29][CH2:30]1>>[F:1][C:2]([c:3]1[cH:4][c:5]([CH2:9][C:10](=[O:11])[Cl:15])[cH:6][cH:7][cH:8]1)([F:13])[F:14].